From a dataset of the Open Reaction Database (ORD), a public repository of structured organic reaction records. describe an organic reaction: reactants, conditions, products, and yield Reactants: CC[SiH](CC)CC, ClCCl, O=C(O)C(F)(F)F, COc1ccc(C2(O)C(=O)N(C(c3ccccc3)c3ccccc3)c3ccccc32)c(O)c1. Yields the product COc1ccc(C2C(=O)N(C(c3ccccc3)c3ccccc3)c3ccccc32)c(O)c1. As a reaction SMILES: [CH2:41]([SiH:42]([CH2:43][CH3:44])[CH2:45][CH3:46])[CH3:47].[Cl:48][CH2:49][Cl:50].[OH:34][C:35]([C:36]([F:37])([F:38])[F:39])=[O:40].[c:1]1([CH:7]([N:8]2[C:9](=[O:27])[C:10]([c:17]3[c:18]([OH:25])[cH:19][c:20]([O:23][CH3:24])[cH:21][cH:22]3)([OH:26])[c:11]3[cH:12][cH:13][cH:14][cH:15][c:16]32)[c:28]2[cH:29][cH:30][cH:31][cH:32][cH:33]2)[cH:2][cH:3][cH:4][cH:5][cH:6]1>>[c:1]1([CH:7]([N:8]2[C:9](=[O:27])[CH:10]([c:17]3[c:18]([OH:25])[cH:19][c:20]([O:23][CH3:24])[cH:21][cH:22]3)[c:11]3[cH:12][cH:13][cH:14][cH:15][c:16]32)[c:28]2[cH:29][cH:30][cH:31][cH:32][cH:33]2)[cH:2][cH:3][cH:4][cH:5][cH:6]1.